From a dataset of the Open Reaction Database (ORD), a public repository of structured organic reaction records. describe an organic reaction: reactants, conditions, products, and yield Starting materials: NC1=C(C(=O)O)C=C(C(=C1)OC)OC (2-amino-4,5-dimethoxybenzoic acid), ClC1=CC=C(C=C1)S(=O)(=O)Cl (4-chlorobenzenesulfonyl chloride), C([O-])([O-])=O.[Na+].[Na+] (sodium carbonate). Run in O (water). Run at temperature 60 celsius. The product is ClC1=CC=C(C=C1)S(=O)(=O)NC1=C(C(=O)O)C=C(C(=C1)OC)OC (2-(4-chlorophenylsulfonylamino)-4,5dimethoxybenzoic acid). Yield: 53.6%. RXN SMILES: C(=O)([O-])[O-].[Na+].[Na+].[NH2:7][C:8]1[CH:16]=[C:15]([O:17][CH3:18])[C:14]([O:19][CH3:20])=[CH:13][C:9]=1[C:10]([OH:12])=[O:11].[Cl:21][C:22]1[CH:27]=[CH:26][C:25]([S:28](Cl)(=[O:30])=[O:29])=[CH:24][CH:23]=1>O>[Cl:21][C:22]1[CH:27]=[CH:26][C:25]([S:28]([NH:7][C:8]2[CH:16]=[C:15]([O:17][CH3:18])[C:14]([O:19][CH3:20])=[CH:13][C:9]=2[C:10]([OH:12])=[O:11])(=[O:30])=[O:29])=[CH:24][CH:23]=1 |f:0.1.2|. Reported procedure: 33.71 g (0.32 mol) of sodium carbonate were dissolved in 250 ml of water and heated to 60° C. 25.00 g (0.13 mol) of 2-amino-4,5-dimethoxybenzoic acid were introduced into the solution, and 29.55 g (0.14 mol) of 4-chlorobenzenesulfonyl chloride were added in portions to this solution over the course of 15 min. After the mixture had been cooled, the residue was filtered off with suction and taken up in 1% strength sodium bicarbonate solution and, after filtration, the product was precipitated by a... Starting materials: [Li+].C[Si](C)(C)[N-][Si](C)(C)C (LiHMDS), CC1=C(C2=C(N=C(C=C2N)C)S1)C1=CC(=CC=C1)OC (2,6-dimethyl-3-[3-(methyloxy)phenyl]thieno[2,3-b]pyridin-4-amine), [Li+].C[Si](C)(C)[N-][Si](C)(C)C (LiHMDS), C1(CCCCC1)S(=O)(=O)Cl (cyclohexanesulfonyl chloride), C1(CCCCC1)S(=O)(=O)Cl (cyclohexanesulfonyl chloride). Run in O (water), C1CCOC1 (THF). Reaction conditions: time 12 hour. Product: CC1=C(C=2C(=NC(=CC2NS(=O)(=O)C2CCCCC2)C)S1)C1=CC(=CC=C1)OC (N-{2,6-Dimethyl-3-[3-(methyloxy)phenyl]thieno[2,3-b]pyridin-4-yl}-cyclohexanesulfonamide). The yield is 14.5%. As a reaction SMILES: [CH3:1][C:2]1[S:12][C:5]2[N:6]=[C:7]([CH3:11])[CH:8]=[C:9]([NH2:10])[C:4]=2[C:3]=1[C:13]1[CH:18]=[CH:17][CH:16]=[C:15]([O:19][CH3:20])[CH:14]=1.[Li+].C[Si]([N-][Si](C)(C)C)(C)C.[CH:31]1([S:37](Cl)(=[O:39])=[O:38])[CH2:36][CH2:35][CH2:34][CH2:33][CH2:32]1>C1COCC1.O>[CH3:1][C:2]1[S:12][C:5]2=[N:6][C:7]([CH3:11])=[CH:8][C:9]([NH:10][S:37]([CH:31]3[CH2:36][CH2:35][CH2:34][CH2:33][CH2:32]3)(=[O:39])=[O:38])=[C:4]2[C:3]=1[C:13]1[CH:18]=[CH:17][CH:16]=[C:15]([O:19][CH3:20])[CH:14]=1 |f:1.2|. Reported procedure: To a stirred solution of 2,6-dimethyl-3-[3-(methyloxy)phenyl]thieno[2,3-b]pyridin-4-amine (100 mg, 0.352 mmol) (Description 4) in THF (2 mL), cooled in an ice bath, was added LiHMDS (1M solution in THF) (0.774 mL, 0.774 mmol). The reaction mixture was stirred at RT for 45 min before the addition of cyclohexanesulfonyl chloride (0.161 g, 0.879 mmol). The reaction mixture was then stirred at RT for a further 12 h. The reaction mixture was then re-cooled in an ice bath before the addition of LiHMDS... Starting materials: O=C(O)[C@@H](N)CC1=CC=C(O)C(O)=C1 (L-DOPA), C=1(C(=CC=CC1)S(=O)(=O)O)C (toluene sulfonic acid), S(=O)(Cl)Cl (thionyl chloride), Cl (hydrochloric acid). Run in C(C)O (ethanol). Product: CCOC(=O)[C@H](CC1=CC(=C(C=C1)O)O)N (L-DOPA ethyl ester). As a reaction SMILES: [O:1]=[C:2]([C@H:4]([CH2:6][C:7]1[CH:14]=[C:12]([OH:13])[C:10]([OH:11])=[CH:9][CH:8]=1)[NH2:5])[OH:3].S(Cl)(Cl)=O.Cl.[C:20]1(C)C(S(O)(=O)=O)=CC=C[CH:25]=1>C(O)C>[CH3:20][CH2:25][O:1][C:2]([C@@H:4]([NH2:5])[CH2:6][C:7]1[CH:8]=[CH:9][C:10]([OH:11])=[C:12]([OH:13])[CH:14]=1)=[O:3]. Reported procedure: reacting L-DOPA with ethanol in the presence of thionyl chloride or an acid catalyst selected from the group consisting of hydrochloric acid and toluene sulfonic acid to yield crude L-DOPA ethyl ester; Reactants: N1=C(C=CC=C1)C(O)C1=CC=2C(=CN=CC2)N1 ((pyridin-2-yl)(1H-pyrrolo[2,3-c]pyridin-2-yl)methanol). The reagents and catalysts are [O-2].[O-2].[Mn+4] (Manganese dioxide). Run in O1CCCC1 (tetrahydrofuran). Run at time 2 hour. Yields the product N1=C(C=CC=C1)C(=O)C1=CC=2C(=CN=CC2)N1 ((pyridin-2-yl)(1H-pyrrolo[2,3-c]pyridin-2-yl)methanone). Yield: 112.0%. As a reaction SMILES: [N:1]1[CH:6]=[CH:5][CH:4]=[CH:3][C:2]=1[CH:7]([C:9]1[NH:17][C:12]2=[CH:13][N:14]=[CH:15][CH:16]=[C:11]2[CH:10]=1)[OH:8]>O1CCCC1.[O-2].[O-2].[Mn+4]>[N:1]1[CH:6]=[CH:5][CH:4]=[CH:3][C:2]=1[C:7]([C:9]1[NH:17][C:12]2=[CH:13][N:14]=[CH:15][CH:16]=[C:11]2[CH:10]=1)=[O:8] |f:2.3.4|. Procedure: (Pyridin-2-yl)(1H-pyrrolo[2,3-c]pyridin-2-yl)methanol (Example 117) (55 mg, 0.24 mmol) was dissolved in tetrahydrofuran (4 mL). Manganese dioxide (210 mg, 2.42 mmol) was added and the reaction mixture was stirred at room temperature for 2 h. The reaction mixture was filtered through diatomaceous earth and the filter cake was washed thoroughly with tetrahydrofuran. The organic filtrate was concentrated to a yellow solid. Drying under vacuum at 40° C. produced (pyridin-2-yl)(1H-pyrrolo[2,3-c]pyrid... The product is CC1=CC=C(C=C1)C=C(C(=O)OCC)C(=O)OCC (Diethyl (4-methylphenyl)methylidenemalonate). Starting materials: C1(=CC=C(C=C1)C=O)C (p-tolualdehyde), C(CC(=O)OCC)(=O)OCC (diethyl malonate), N1CCCCC1 (piperidine). The solvent is C1=CC=CC=C1 (benzene), C1=CC=CC=C1 (benzene), O (water). Isolated yield 98.9%. RXN SMILES: [C:1]1([CH3:9])[CH:6]=[CH:5][C:4]([CH:7]=O)=[CH:3][CH:2]=1.[C:10]([O:18][CH2:19][CH3:20])(=[O:17])[CH2:11][C:12]([O:14][CH2:15][CH3:16])=[O:13].N1CCCCC1>C1C=CC=CC=1.O>[CH3:9][C:1]1[CH:6]=[CH:5][C:4]([CH:7]=[C:11]([C:12]([O:14][CH2:15][CH3:16])=[O:13])[C:10]([O:18][CH2:19][CH3:20])=[O:17])=[CH:3][CH:2]=1. Reported procedure: A mixture of 19.6 mL (166.4 mmol) of p-tolualdehyde, 23.8 mL (158.8 mmol) of diethyl malonate, 0.5 mL of piperidine and 50 mL of benzene was heated at reflux for 18 h using a Dean-Stark water separator. The mixture was allowed to cool to room temperature, benzene was added and it was washed with water (2×), 1N HCl (2×) and NaHCO3. The aqueous phase was extracted with ethyl acetate, the organic phase was dried and the solvent was removed, to yield 41.2 g of the desired product (yield: 99%). Starting materials: O(C1=CC=CC=C1)C1=CC=C(C=C1)C1NCCC1 (2-(4-phenoxyphenyl) pyrrolidine), C1CO1 (ethylene oxide). Run in O (water). Product: OCCN1C(CCC1)C1=CC=C(C=C1)OC1=CC=CC=C1 (1-β-hydroxyethyl-2-(4-phenoxyphenyl) pyrrolidine). As a reaction SMILES: [O:1]([C:8]1[CH:13]=[CH:12][C:11]([CH:14]2[CH2:18][CH2:17][CH2:16][NH:15]2)=[CH:10][CH:9]=1)[C:2]1[CH:7]=[CH:6][CH:5]=[CH:4][CH:3]=1.[CH2:19]1[O:21][CH2:20]1>O>[OH:21][CH2:20][CH2:19][N:15]1[CH2:16][CH2:17][CH2:18][CH:14]1[C:11]1[CH:12]=[CH:13][C:8]([O:1][C:2]2[CH:3]=[CH:4][CH:5]=[CH:6][CH:7]=2)=[CH:9][CH:10]=1. Reported procedure: 12 parts of 2-(4-phenoxyphenyl) pyrrolidine, 2.2 parts of ethylene oxide and 1 part of water were heated at 80° C. for 5 hours. After cooling, there were obtained 8 parts of 1-β-hydroxyethyl-2-(4-phenoxyphenyl) pyrrolidine, B.P./0.3 mm Hg: 179°-180° C. The reactants are FC1=CC=C(C=C1)C=1C(=CC(NN1)=O)C1=CC=NC=C1 (6-(4-fluorophenyl)-5-(4-pyridyl)-2H-pyridazin-3-one), P(=O)(Cl)(Cl)Cl (phosphorus oxychloride). The product is ClC1=CC(=C(N=N1)C1=CC=C(C=C1)F)C1=CC=NC=C1 (6-Chloro-3-(4-fluorophenyl)-4-(4-pyridyl)pyridazine). As a reaction SMILES: [F:1][C:2]1[CH:7]=[CH:6][C:5]([C:8]2[C:9]([C:15]3[CH:20]=[CH:19][N:18]=[CH:17][CH:16]=3)=[CH:10][C:11](=O)[NH:12][N:13]=2)=[CH:4][CH:3]=1.P(Cl)(Cl)([Cl:23])=O>>[Cl:23][C:11]1[N:12]=[N:13][C:8]([C:5]2[CH:6]=[CH:7][C:2]([F:1])=[CH:3][CH:4]=2)=[C:9]([C:15]2[CH:20]=[CH:19][N:18]=[CH:17][CH:16]=2)[CH:10]=1. Procedure details: A stirred mixture of 6-(4-fluorophenyl)-5-(4-pyridyl)-2H-pyridazin-3-one (105 mg, 0.40 mmol) and phosphorus oxychloride (2 ml) was heated at reflux for 2 h. It was evaporated, followed by co-evaporation with toluene and drying of the resultant product in an oil pump vacuum for several hours. Then dichloromethane was added and dil. ammonium hydroxide to neutrality with cooling. The organic solution was washed with water, dried and evaporated to leave the title compound. MS (m/z): 286.0 (M)+; C15H... Procedure: The synthesis of this compound is carried out as described in Example 1, Step E except that the ethyl 7-{N-[4-hydroxy-5-(4-fluorophenoxy)pentyl]methanesulfonamido} -heptanoate is replaced by an equimolar amount of methyl 7-{N-[4-acetoxy-5-(4-fluorophenoxy)pentyl]methanesulfonamido}-hept- 5-ynoate and the amount of sodium hydroxide is doubled. The product of this reaction is the subject compound. Product: OC(CCCN(S(=O)(=O)C)CC#CCCCC(=O)O)COC1=CC=C(C=C1)F (7-{N-[4-hydroxy-5-(4-fluorophenoxy)-pentyl] methanesulfonamido}hept-5-ynoic Acid). The reactants are OC(CCCN(S(=O)(=O)C)CCCCCCC(=O)OCC)COC1=CC=C(C=C1)F (ethyl 7-{N-[4-hydroxy-5-(4-fluorophenoxy)pentyl]methanesulfonamido} -heptanoate), C(C)(=O)OC(CCCN(S(=O)(=O)C)CC#CCCCC(=O)OC)COC1=CC=C(C=C1)F (methyl 7-{N-[4-acetoxy-5-(4-fluorophenoxy)pentyl]methanesulfonamido}-hept- 5-ynoate), [OH-].[Na+] (sodium hydroxide). As a reaction SMILES: [OH:1][CH:2]([CH2:22][O:23][C:24]1[CH:29]=[CH:28][C:27]([F:30])=[CH:26][CH:25]=1)[CH2:3][CH2:4][CH2:5][N:6]([CH2:11][CH2:12][CH2:13][CH2:14][CH2:15][CH2:16][C:17]([O:19]CC)=[O:18])[S:7]([CH3:10])(=[O:9])=[O:8].C(OC(COC1C=CC(F)=CC=1)CCCN(CC#CCCCC(OC)=O)S(C)(=O)=O)(=O)C.[OH-].[Na+]>>[OH:1][CH:2]([CH2:22][O:23][C:24]1[CH:25]=[CH:26][C:27]([F:30])=[CH:28][CH:29]=1)[CH2:3][CH2:4][CH2:5][N:6]([CH2:11][C:12]#[C:13][CH2:14][CH2:15][CH2:16][C:17]([OH:19])=[O:18])[S:7]([CH3:10])(=[O:9])=[O:8] |f:2.3|. Starting materials: COC(=O)c1ccc(C(Br)c2cccc(C#N)c2)cc1, CC(C)(F)C(c1cc(F)cc(F)c1)C1CNC1. The product is COC(=O)c1ccc(C(c2cccc(C#N)c2)N2CC(C(c3cc(F)cc(F)c3)C(C)(C)F)C2)cc1. RXN SMILES: [Br:1][CH:2]([c:3]1[cH:4][cH:5][c:6]([C:7](=[O:8])[O:9][CH3:10])[cH:11][cH:12]1)[c:13]1[cH:14][c:15]([C:19]#[N:20])[cH:16][cH:17][cH:18]1.[F:21][c:22]1[cH:23][c:24]([CH:29]([C:30]([CH3:31])([CH3:32])[F:33])[CH:34]2[CH2:35][NH:36][CH2:37]2)[cH:25][c:26]([F:28])[cH:27]1>>[CH:2]([c:3]1[cH:4][cH:5][c:6]([C:7](=[O:8])[O:9][CH3:10])[cH:11][cH:12]1)([c:13]1[cH:14][c:15]([C:19]#[N:20])[cH:16][cH:17][cH:18]1)[N:36]1[CH2:35][CH:34]([CH:29]([c:24]2[cH:23][c:22]([F:21])[cH:27][c:26]([F:28])[cH:25]2)[C:30]([CH3:31])([CH3:32])[F:33])[CH2:37]1. The reactants are C(C(C)(C)C)(=O)OCN1N=C(N=N1)C1=CC=C(C=C1)CCCC1=C(C=CC=C1)O (2-(Pivaloyloxymethyl)-5-{-4-[3-(2-hydroxyphenyl)propyl]-phenyl}tetrazole), C(C1=CC=CC=C1)OC1=C(C=CC=C1)CCCC1=CC=C(C(=O)OC)C=C1 (methyl 4-[3-(2-benzyloxyphenyl)propyl]benzoate), C(C(C)(C)C)(=O)OCN1N=C(N=N1)C1=CC=C(C=C1)CCCC1=C(C=CC=C1)OCC1=CC=CC=C1 (2-(pivaloyloxymethyl)-5-{-4-[3-(2-benzyloxyphenyl)propyl]phenyl}tetrazole), OC1=C(C=CC=C1)CCCC1=CC=C(C(=O)[O-])C=C1 (4-[3-(2-hydroxyphenyl)propyl]benzoate). The product is C(C1=CC=CC=C1)OC1=C(C=CC=C1)CCCC1=CC=C(C=C1)C1=NN=NN1 (5-{-4-[3-(2-Benzyloxyphenyl)-propyl]phenyl}tetrazole). RXN SMILES: C(OCN1N=NC(C2C=CC(CCCC3C=CC=CC=3O)=CC=2)=N1)(=O)C(C)(C)C.C(OC[N:38]1[N:42]=[N:41][C:40]([C:43]2[CH:48]=[CH:47][C:46]([CH2:49][CH2:50][CH2:51][C:52]3[CH:57]=[CH:56][CH:55]=[CH:54][C:53]=3[O:58][CH2:59][C:60]3[CH:65]=[CH:64][CH:63]=[CH:62][CH:61]=3)=[CH:45][CH:44]=2)=[N:39]1)(=O)C(C)(C)C.OC1C=CC=CC=1CCCC1C=CC(C([O-])=O)=CC=1.C(OC1C=CC=CC=1CCCC1C=CC(C(OC)=O)=CC=1)C1C=CC=CC=1>>[CH2:59]([O:58][C:53]1[CH:54]=[CH:55][CH:56]=[CH:57][C:52]=1[CH2:51][CH2:50][CH2:49][C:46]1[CH:45]=[CH:44][C:43]([C:40]2[NH:41][N:42]=[N:38][N:39]=2)=[CH:48][CH:47]=1)[C:60]1[CH:65]=[CH:64][CH:63]=[CH:62][CH:61]=1. Procedure details: 2-(Pivaloyloxymethyl)-5-{-4-[3-(2-hydroxyphenyl)propyl]-phenyl}tetrazole was converted to 2-(pivaloyloxymethyl)-5-{-4-[3-(2-benzyloxyphenyl)propyl]phenyl}tetrazole by the process described in Example 1 for the conversion of 4-[3-(2-hydroxyphenyl)propyl]benzoate to methyl 4-[3-(2-benzyloxyphenyl)propyl]benzoate.